This data is from the Open Reaction Database (ORD), a public repository of structured organic reaction records. The task is: describe an organic reaction: reactants, conditions, products, and yield The reactants are C1COCCO1, Cc1nc(Cl)c(F)c(N2CCN(C)CC2C)n1, NN, O. The product is Cc1nc(NN)c(F)c(N2CCN(C)CC2C)n1. RXN SMILES: [CH2:21]1[O:22][CH2:23][CH2:24][O:25][CH2:26]1.[Cl:1][c:2]1[n:3][c:4]([CH3:17])[n:5][c:6]([N:9]2[CH:10]([CH3:16])[CH2:11][N:12]([CH3:15])[CH2:13][CH2:14]2)[c:7]1[F:8].[NH2:19][NH2:20].[OH2:18]>>[c:2]1([NH:19][NH2:20])[n:3][c:4]([CH3:17])[n:5][c:6]([N:9]2[CH:10]([CH3:16])[CH2:11][N:12]([CH3:15])[CH2:13][CH2:14]2)[c:7]1[F:8]. Reactants: COC=1C=C(C=CC1)C1(C(N(C(C1)C)C)=N)C1=CC=CC=C1 (3-(3-methoxyphenyl)-1,5-dimethyl-3-phenylpyrrolidin-2-imine), Cl (hydrochloric acid), N(=O)[O-].[Na+] (sodium nitrite). Solvent: O (water). Conditions: temperature 25 celsius. The product is COC=1C=C(C=CC1)C1(C(N(C(C1)C)C)=O)C1=CC=CC=C1 (3-(3-methoxyphenyl)-1,5-dimethyl-3-phenylpyrrolidin-2-one). Yield: 104.6%. As a reaction SMILES: [CH3:1][O:2][C:3]1[CH:4]=[C:5]([C:9]2([C:17]3[CH:22]=[CH:21][CH:20]=[CH:19][CH:18]=3)[CH2:13][CH:12]([CH3:14])[N:11]([CH3:15])[C:10]2=N)[CH:6]=[CH:7][CH:8]=1.Cl.N([O-])=[O:25].[Na+]>O>[CH3:1][O:2][C:3]1[CH:4]=[C:5]([C:9]2([C:17]3[CH:22]=[CH:21][CH:20]=[CH:19][CH:18]=3)[CH2:13][CH:12]([CH3:14])[N:11]([CH3:15])[C:10]2=[O:25])[CH:6]=[CH:7][CH:8]=1 |f:2.3|. Procedure details: Product from Step 4 (20 g) was added to 5N hydrochloric acid and the reaction mixture was refluxed under argon purging. To this mixture was added in portions 160 g of sodium nitrite dissolved in water (200 mL). The reaction mixture was refluxed for 30 min further and cooled to 25° C. and extracted with chloroform (2000 mL). The organic layer was dried on anhydrous sodium sulfate, was filtered and then was concentrated under vacuum to obtain dark brown colored crude product of Step 5 (12 g). The ... Starting materials: NC1=CC(=NC(=C1F)C1OCCC1)C=O (4-amino-5-fluoro-6-(tetrahydrofuran-2-yl)picolinaldehyde), ClN1C(N(C(C1(C)C)=O)Cl)=O (1,3-dichloro-5,5-dimethylimidazolidine-2,4-dione). The solvent is CC#N (CH3CN). Yields the product NC1=C(C(=NC(=C1F)C1OCCC1)C=O)Cl (4-amino-3-chloro-5-fluoro-6-(tetrahydrofuran-2-yl)picolinaldehyde). Yield: 18.4%. RXN SMILES: [NH2:1][C:2]1[C:7]([F:8])=[C:6]([CH:9]2[CH2:13][CH2:12][CH2:11][O:10]2)[N:5]=[C:4]([CH:14]=[O:15])[CH:3]=1.[Cl:16]N1C(C)(C)C(=O)N(Cl)C1=O>CC#N>[NH2:1][C:2]1[C:7]([F:8])=[C:6]([CH:9]2[CH2:13][CH2:12][CH2:11][O:10]2)[N:5]=[C:4]([CH:14]=[O:15])[C:3]=1[Cl:16]. Procedure: Using the procedure for Example 15, 4-amino-5-fluoro-6-(tetrahydrofuran-2-yl)picolinaldehyde (0.5 g, 2.379 mmol), 1,3-dichloro-5,5-dimethylimidazolidine-2,4-dione (0.258 g, 1.308 mmol) and CH3CN (24 mL) gave 4-amino-3-chloro-5-fluoro-6-(tetrahydrofuran-2-yl)picolinaldehyde (59 mg, 10.14%) as a yellow oil: 1H NMR (400 MHz, CDCl3) δ 10.04 (m, 1H), 5.24 (td, J=7.0, 1.7 Hz, 1H), 4.86 (d, J=9.6 Hz, 2H), 4.11 (m, 1H), 3.98 (td, J=7.8, 5.6 Hz, 1H), 2.30 (m, 2H), 1.26 (m, 2H); 19F NMR (376 MHz, CDCl3) δ... Reactants: C1(=C(C=CC=C1)C(C)=CC(C)O)C1=CC=CC=C1 (2-(p-biphenylyl)-2-penten-4-ol), C(C)(=O)OC(C)=O (acetic anhydride), N1=CC=CC=C1 (pyridine). Run at time 18 hour. Product: C(C)(=O)OC(C=C(C)C1=CC=C(C=C1)C1=CC=CC=C1)C (4-acetoxy-2-(4-biphenylyl)-2-pentene). As a reaction SMILES: [C:1]1([C:13]2[CH:18]=[CH:17][CH:16]=[CH:15][CH:14]=2)[CH:6]=[CH:5][CH:4]=[CH:3][C:2]=1C(=CC(O)C)C.[C:19]([O:22]C(=O)C)(=[O:21])[CH3:20].N1[CH:31]=[CH:30][CH:29]=[CH:28][CH:27]=1>>[C:19]([O:22][CH:30]([CH3:31])[CH:29]=[C:28]([C:16]1[CH:15]=[CH:14][C:13]([C:1]2[CH:2]=[CH:3][CH:4]=[CH:5][CH:6]=2)=[CH:18][CH:17]=1)[CH3:27])(=[O:21])[CH3:20]. Procedure details: To a solution of 0.9 g. of 2-(p-biphenylyl)-2-penten-4-ol (obtainable by Example 1) in 75 ml. of dry pyridine, 10 ml. of acetic anhydride is added. After 18 hours at room temperature, the mixture is poured onto ice and the solids filtered off and recrystallized from pentane to give 4-acetoxy-2-(4-biphenylyl)-2-pentene, m.p. 62°-64° C., which may also be designated 4-(p-biphenylyl)-penten-2-ol acetate. Reactants: CO, CSc1nccc(Cl)n1, N. Product: CSc1nccc(N)n1. Reaction SMILES: [CH3:11][OH:12].[Cl:1][c:2]1[n:3][c:4]([S:8][CH3:9])[n:5][cH:6][cH:7]1.[NH3:10]>>[c:2]1([NH2:10])[n:3][c:4]([S:8][CH3:9])[n:5][cH:6][cH:7]1. Yields the product C(C)N(CC)CC1NCCCCC1 (2-[(Diethylamino)methyl]-hexahydro-1H-azepine). Procedure: With external cooling, 7-[(diethylamino)methyl[-hexahydro-2H-azepin-2-one hydrochloride (10.0 g, 0.043 mol) is added in batches to a suspension of lithium aluminium hydride (1.9 g, 0.05 mol) in anhydrous tetrahydrofuran (500 ml) and the mixture is refluxed for 1 hour after the initially violent reaction has ended. The excess lithium aluminium hydride is decomposed by the dropwise addition of 20% sodium hydroxide solution. The tetrahydrofuran phase is separated off from the precipitate formed and... As a reaction SMILES: Cl.[NH:2]1[CH2:8][CH2:7][CH2:6][CH2:5][CH2:4][C:3]1=O.[H-].[Al+3].[Li+].[H-].[H-].[H-].[OH-].[Na+].O1[CH2:22][CH2:21]CC1>>[CH2:3]([N:2]([CH2:8][CH:3]1[CH2:4][CH2:5][CH2:6][CH2:7][CH2:8][NH:2]1)[CH2:21][CH3:22])[CH3:4] |f:0.1,2.3.4.5.6.7,8.9|. Starting materials: Cl.N1C(CCCCC1)=O (hexahydro-2H-azepin-2-one hydrochloride), [H-].[Al+3].[Li+].[H-].[H-].[H-] (lithium aluminium hydride), O1CCCC1 (tetrahydrofuran), [H-].[Al+3].[Li+].[H-].[H-].[H-] (lithium aluminium hydride), [OH-].[Na+] (sodium hydroxide). The reactants are O=C(CBr)c1ccccc1, CC#N, Cc1csc(C)n1. The product is [Br-], Cc1csc(C)[n+]1CC(=O)c1ccccc1. Reaction SMILES: [Br:8][CH2:9][C:10](=[O:11])[c:12]1[cH:13][cH:14][cH:15][cH:16][cH:17]1.[CH3:18][C:19]#[N:20].[CH3:1][c:2]1[s:3][cH:4][c:5]([CH3:7])[n:6]1>>[Br-:8].[CH3:1][c:2]1[s:3][cH:4][c:5]([CH3:7])[n+:6]1[CH2:9][C:10](=[O:11])[c:12]1[cH:13][cH:14][cH:15][cH:16][cH:17]1. Yields the product CC(C)(C)OC(=O)N1CCC(NC(=O)c2cc(F)cnc2Oc2ccc(F)cc2)CC1. Reaction SMILES: [C:1]([CH3:2])([CH3:3])([CH3:4])[O:5][C:6](=[O:7])[N:8]1[CH2:9][CH2:10][CH:11]([NH:14][C:15](=[O:16])[c:17]2[c:18]([Cl:24])[n:19][cH:20][c:21]([F:23])[cH:22]2)[CH2:12][CH2:13]1.[C:33](=[O:34])([O-:35])[O-:36].[CH3:39][N:40]([CH3:41])[CH:42]=[O:43].[Cs+:37].[Cs+:38].[F:25][c:26]1[cH:27][cH:28][c:29]([OH:32])[cH:30][cH:31]1>>[C:1]([CH3:2])([CH3:3])([CH3:4])[O:5][C:6](=[O:7])[N:8]1[CH2:9][CH2:10][CH:11]([NH:14][C:15](=[O:16])[c:17]2[c:18]([O:32][c:29]3[cH:28][cH:27][c:26]([F:25])[cH:31][cH:30]3)[n:19][cH:20][c:21]([F:23])[cH:22]2)[CH2:12][CH2:13]1. Reactants: CC(C)(C)OC(=O)N1CCC(NC(=O)c2cc(F)cnc2Cl)CC1, O=C([O-])[O-], CN(C)C=O, [Cs+], [Cs+], Oc1ccc(F)cc1. The reactants are COC(=O)c1ccc(NC(=O)c2ccccc2OC)cc1NC(=O)c1ccccc1OC, CC(=O)O, [K+], C1COCCO1, [OH-], O. Product: COc1ccccc1C(=O)Nc1ccc(C(=O)O)c(NC(=O)c2ccccc2OC)c1. As a reaction SMILES: [CH3:1][O:2][c:3]1[c:4]([C:5](=[O:6])[NH:7][c:8]2[c:9]([C:10](=[O:11])[O:12][CH3:13])[cH:14][cH:15][c:16]([NH:18][C:19]([c:20]3[c:21]([O:26][CH3:27])[cH:22][cH:23][cH:24][cH:25]3)=[O:28])[cH:17]2)[cH:29][cH:30][cH:31][cH:32]1.[CH3:42][C:43](=[O:44])[OH:45].[K+:40].[O:33]1[CH2:34][CH2:35][O:36][CH2:37][CH2:38]1.[OH-:39].[OH2:41]>>[CH3:1][O:2][c:3]1[c:4]([C:5](=[O:6])[NH:7][c:8]2[c:9]([C:10](=[O:11])[OH:12])[cH:14][cH:15][c:16]([NH:18][C:19]([c:20]3[c:21]([O:26][CH3:27])[cH:22][cH:23][cH:24][cH:25]3)=[O:28])[cH:17]2)[cH:29][cH:30][cH:31][cH:32]1. The reactants are [OH-].[Na+] (sodium hydroxide), CN(C(=O)Cl)C (N,N-dimethylcarbamyl chloride), C1=C(C=CC2=CC=CC=C12)OC1=CC=C(N)C=C1 (4-(2-naphthyloxy)aniline). The solvent is C1(=CC=CC=C1)C (toluene). The product is C1=C(C=CC2=CC=CC=C12)OC1=CC=C(C=C1)NC(N(C)C)=O (N'-[4-(2-naphthyloxy)phenyl]-N,N-dimethylurea). Yield: 55.3%. RXN SMILES: [CH:1]1[C:10]2[C:5](=[CH:6][CH:7]=[CH:8][CH:9]=2)[CH:4]=[CH:3][C:2]=1[O:11][C:12]1[CH:18]=[CH:17][C:15]([NH2:16])=[CH:14][CH:13]=1.[OH-].[Na+].[CH3:21][N:22]([CH3:26])[C:23](Cl)=[O:24]>C1(C)C=CC=CC=1>[CH:1]1[C:10]2[C:5](=[CH:6][CH:7]=[CH:8][CH:9]=2)[CH:4]=[CH:3][C:2]=1[O:11][C:12]1[CH:18]=[CH:17][C:15]([NH:16][C:23](=[O:24])[N:22]([CH3:26])[CH3:21])=[CH:14][CH:13]=1 |f:1.2|. Reported procedure: Twenty-five grams of 4-(2-naphthyloxy)aniline were dissolved in 200 ml of toluene, and 100 ml of 40% aqueous sodium hydroxide solution and 12 g of N,N-dimethylcarbamyl chloride were added thereto. The reaction mixture was heated under reflux for 10 hours, and its temperature was cooled to room temperature. The toluene layer was washed with water, and the solvent was removed under reduced pressure. The residue was recrystallized from ethanol to obtain 18 g of N'-[4-(2-naphthyloxy)phenyl]-N,N-dime...